Dataset: the Open Reaction Database (ORD), a public repository of structured organic reaction records. Task: describe an organic reaction: reactants, conditions, products, and yield Reactants: CC(C)([O-])C.[K+] (potassium tert-butoxide), [Cl-].NC(=[NH2+])N (guanidinium chloride), C(C)(C)N1C(C2=CC=CC=C2C1=O)CC(=O)OCC (ethyl (2-isopropyl-3-oxo-2,3-dihydro-1H-isoindol-1-yl)acetate). Run in O (water). Conditions: temperature 20 celsius, time 20 hour. Yields the product C(C)(C)N1C(C2=CC=CC=C2C1=O)CC(=O)NC(=N)N (N-[(2-isopropyl-3-oxo-2,3-dihydro-1H-isoindol-1-yl)acetyl]guanidine). Yield: 6.8%. As a reaction SMILES: CC(C)([O-])C.[K+].[Cl-].[NH2:8][C:9]([NH2:11])=[NH2+:10].[CH:12]([N:15]1[C:23](=[O:24])[C:22]2[C:17](=[CH:18][CH:19]=[CH:20][CH:21]=2)[CH:16]1[CH2:25][C:26](OCC)=[O:27])([CH3:14])[CH3:13]>O>[CH:12]([N:15]1[C:23](=[O:24])[C:22]2[C:17](=[CH:18][CH:19]=[CH:20][CH:21]=2)[CH:16]1[CH2:25][C:26]([NH:10][C:9]([NH2:11])=[NH:8])=[O:27])([CH3:14])[CH3:13] |f:0.1,2.3|. Procedure details: N-[(2-Isopropyl-3-oxo-2,3-dihydro-1H-isoindol-1-yl)acetyl]guanidine is prepared as described in Example 1, starting with 1.5 g of potassium tert-butoxide, 1.3 g of guanidinium chloride and 0.7 g of ethyl (2-isopropyl-3-oxo-2,3-dihydro-1H-isoindol-1-yl)acetate. The reaction mixture is stirred at a temperature in the region of 20° C. for 20 hours, followed by addition of 30 cm3 of water. The aqueous phase is extracted with 3 times 50 cm3 of ethyl acetate and is then concentrated to dryness under r... The reactants are ClCCl, O=C(Cl)C=Cc1ccc(OCc2cccc(F)c2)cc1, N. Product: NC(=O)C=Cc1ccc(OCc2cccc(F)c2)cc1. As a reaction SMILES: [Cl:22][CH2:23][Cl:24].[F:1][c:2]1[cH:3][c:4]([CH2:5][O:6][c:7]2[cH:8][cH:9][c:10]([CH:13]=[CH:14][C:15](=[O:16])[Cl:17])[cH:11][cH:12]2)[cH:18][cH:19][cH:20]1.[NH3:21]>>[F:1][c:2]1[cH:3][c:4]([CH2:5][O:6][c:7]2[cH:8][cH:9][c:10]([CH:13]=[CH:14][C:15](=[O:16])[NH2:21])[cH:11][cH:12]2)[cH:18][cH:19][cH:20]1.